This data is from the Open Reaction Database (ORD), a public repository of structured organic reaction records. The task is: describe an organic reaction: reactants, conditions, products, and yield Starting materials: ClCCl, OCCCc1ccc(Cl)nc1, Cc1cc(-c2noc(C(F)(F)F)n2)cc(C)c1O, CCOC(=O)N=NC(=O)OCC, c1ccc(P(c2ccccc2)c2ccccc2)cc1. Product: Cc1cc(-c2noc(C(F)(F)F)n2)cc(C)c1OCCCc1ccc(Cl)nc1. Reaction SMILES: [CH2:61]([Cl:62])[Cl:63].[Cl:19][c:20]1[n:21][cH:22][c:23]([CH2:26][CH2:27][CH2:28][OH:29])[cH:24][cH:25]1.[F:1][C:2]([c:3]1[n:4][c:5](-[c:8]2[cH:9][c:10]([CH3:16])[c:11]([OH:15])[c:12]([CH3:14])[cH:13]2)[n:6][o:7]1)([F:17])[F:18].[O:49]=[C:50]([O:51][CH2:52][CH3:53])[N:54]=[N:55][C:56]([O:57][CH2:58][CH3:59])=[O:60].[c:30]1([P:31]([c:32]2[cH:33][cH:34][cH:35][cH:36][cH:37]2)[c:38]2[cH:39][cH:40][cH:41][cH:42][cH:43]2)[cH:44][cH:45][cH:46][cH:47][cH:48]1>>[F:1][C:2]([c:3]1[n:4][c:5](-[c:8]2[cH:9][c:10]([CH3:16])[c:11]([O:15][CH2:28][CH2:27][CH2:26][c:23]3[cH:22][n:21][c:20]([Cl:19])[cH:25][cH:24]3)[c:12]([CH3:14])[cH:13]2)[n:6][o:7]1)([F:17])[F:18]. RXN SMILES: Br[C:2]1[CH:3]=[C:4]2[C@:15]3([CH2:19][O:18][C:17]([NH2:20])=[N:16]3)[C:14]3[C:9](=[CH:10][CH:11]=[C:12](I)[CH:13]=3)[O:8][C:5]2=[N:6][CH:7]=1.I[C:23]1[CH:28]=C[C:26]([OH:29])=[CH:25][CH:24]=1.[C:30]([C:33]1[CH:34]=[C:35](B(O)O)[CH:36]=[N:37][CH:38]=1)#[C:31][CH3:32].O1CC=C(B2OC(C)(C)C(C)(C)O2)CC1>>[O:29]1[CH2:28][CH:23]=[C:24]([C:2]2[CH:3]=[C:4]3[C@:15]4([CH2:19][O:18][C:17]([NH2:20])=[N:16]4)[C:14]4[C:9](=[CH:10][CH:11]=[C:12]([C:35]5[CH:36]=[N:37][CH:38]=[C:33]([C:30]#[C:31][CH3:32])[CH:34]=5)[CH:13]=4)[O:8][C:5]3=[N:6][CH:7]=2)[CH2:25][CH2:26]1. Product: O1CCC(=CC1)C=1C=C2C(=NC1)OC1=CC=C(C=C1[C@]21N=C(OC1)N)C=1C=NC=C(C1)C#CC ((S)-3-(3,6-dihydro-2H-pyran-4-yl)-7-(5-(prop-1-ynyl)pyridin-3-yl)-5′H-spiro[chromeno[2,3-b]pyridine-5,4′-oxazol]-2′-amine). Reactants: BrC=1C=C2C(=NC1)OC1=CC=C(C=C1[C@]21N=C(OC1)N)I ((S)-3-bromo-7-iodo-5′H-spiro[chromeno[2,3-b]pyridine-5,4′-oxazol]-2′-amine), O1CCC(=CC1)B1OC(C(O1)(C)C)(C)C (2-(3,6-dihydro-2H-pyran-4-yl)-4,4,5,5-tetramethyl-1,3,2-dioxaborolane), IC1=CC=C(C=C1)O (4-iodophenol), C(#CC)C=1C=C(C=NC1)B(O)O (5-(prop-1-ynyl)pyridin-3-ylboronic acid). Procedure details: The titled compound was synthesized by steps analogous to those described in method AA1 above, but using (S)-3-bromo-7-iodo-5′H-spiro[chromeno[2,3-b]pyridine-5,4′-oxazol]-2′-amine (prepared using the same procedures as described in Method CC6 but using 4-iodophenol), 5-(prop-1-ynyl)pyridin-3-ylboronic acid, and 2-(3,6-dihydro-2H-pyran-4-yl)-4,4,5,5-tetramethyl-1,3,2-dioxaborolane. Reactants: N(=NC(=O)N1CCCCC1)C(=O)N1CCCCC1 (1,1'-(azodicarbonyl)dipiperidine), ClC1=C(C=CC=C1Cl)S(=O)(=O)OC=1C=C(C=C(C1)C)O (3-(2,3-dichlorophenylsulfonyloxy)-5-methylphenol), C(CCC)P(CCCC)CCCC (tri-n-butylphosphine), C(CCO)O (1,3-propanediol). Solvent: O1CCCC1 (tetrahydrofuran), CCCCCC (Hexane). Conditions: time 8 hour. Yields the product ClC1=C(C=CC=C1Cl)S(=O)(=O)OC=1C=C(OCCCO)C=C(C1)C (3-[3-(2,3-Dichlorophenylsulfonyloxy)-5-methylphenoxy]propanol). Yield: 91.5%. Reaction SMILES: [Cl:1][C:2]1[C:7]([Cl:8])=[CH:6][CH:5]=[CH:4][C:3]=1[S:9]([O:12][C:13]1[CH:14]=[C:15]([OH:20])[CH:16]=[C:17]([CH3:19])[CH:18]=1)(=[O:11])=[O:10].C(P(CCCC)CCCC)CCC.[CH2:34](O)[CH2:35][CH2:36][OH:37].N(C(N1CCCCC1)=O)=NC(N1CCCCC1)=O>O1CCCC1.CCCCCC>[Cl:1][C:2]1[C:7]([Cl:8])=[CH:6][CH:5]=[CH:4][C:3]=1[S:9]([O:12][C:13]1[CH:14]=[C:15]([CH:16]=[C:17]([CH3:19])[CH:18]=1)[O:20][CH2:34][CH2:35][CH2:36][OH:37])(=[O:10])=[O:11]. Procedure details: To a solution of 3-(2,3-dichlorophenylsulfonyloxy)-5-methylphenol (642 mg, 2.0 mnol), as prepared in the preceding step, tri-n-butylphosphine (607 mg, 3.0 mmol) and 1,3-propanediol (760 mg, 10 mmol) in anhydrous tetrahydrofuran (20 mL) was added 1,1'-(azodicarbonyl)dipiperidine (757 mg, 3.0 mmol). The mixture was stirred at ambient temperature overnight. Hexane (30 mL) was added to the mixture and the precipitates were removed by filtration. The filtrate was evaporated in vacuo, and the residue ... Starting materials: CC=1C=C(C=CC1)C(=O)C1=CC=C(C=C1)OC (4-Methoxyphenyl 3-methylphenyl ketone), B(Br)(Br)Br.ClCCl (boron tribromide dichloromethane). Solvent: ClCCl (dichloromethane). Reaction conditions: time 22 hour. The product is CC=1C=C(C=CC1)C(=O)C1=CC=C(C=C1)O (4-Hydroxyphenyl 3-methylphenyl ketone). Yield: 55.9%. Reaction SMILES: [CH3:1][C:2]1[CH:3]=[C:4]([C:8]([C:10]2[CH:15]=[CH:14][C:13]([O:16]C)=[CH:12][CH:11]=2)=[O:9])[CH:5]=[CH:6][CH:7]=1.B(Br)(Br)Br.ClCCl>ClCCl>[CH3:1][C:2]1[CH:3]=[C:4]([C:8]([C:10]2[CH:11]=[CH:12][C:13]([OH:16])=[CH:14][CH:15]=2)=[O:9])[CH:5]=[CH:6][CH:7]=1 |f:1.2|. Procedure details: 4-Methoxyphenyl 3-methylphenyl ketone (603 mg) obtained in Example 131 was dissolved in dichloromethane (3 ml), a 1.0 M boron tribromide-dichloromethane solution (11 ml) was added while cooled in ice, and the admixture was stirred at room temperature for 22 hours, after which the reaction mixture was treated in the same manner as described in Example 121 to obtain 316 mg of the title compound (yield: 56%). Reactants: CC(C)(C)OC(=O)NC1CN(C(=O)C(C)(C)C)c2ccccc2N(CC(=O)C(C)(C)C)C1=O, Cc1ccccc1C(=O)CN1C(=O)C(NC(=O)OC(C)(C)C)CN(Cc2ccccc2)c2ccccc21. Product: Cc1ccccc1C(=O)CN1C(=O)C(N)CN(Cc2ccccc2)c2ccccc21. As a reaction SMILES: [C:38]([C:39]([CH2:40][N:41]1[c:42]2[cH:43][cH:44][cH:45][cH:46][c:47]2[N:48]([C:49](=[O:50])[C:51]([CH3:52])([CH3:53])[CH3:54])[CH2:55][CH:56]([NH:57][C:58]([O:59][C:60]([CH3:61])([CH3:62])[CH3:63])=[O:64])[C:65]1=[O:66])=[O:67])([CH3:68])([CH3:69])[CH3:70].[c:1]1([CH3:37])[c:2]([C:7](=[O:8])[CH2:9][N:10]2[C:11](=[O:36])[CH:12]([NH:28][C:29]([O:30][C:31]([CH3:32])([CH3:33])[CH3:34])=[O:35])[CH2:13][N:14]([CH2:21][c:22]3[cH:23][cH:24][cH:25][cH:26][cH:27]3)[c:15]3[c:16]2[cH:17][cH:18][cH:19][cH:20]3)[cH:3][cH:4][cH:5][cH:6]1>>[c:1]1([CH3:37])[c:2]([C:7](=[O:8])[CH2:9][N:10]2[C:11](=[O:36])[CH:12]([NH2:28])[CH2:13][N:14]([CH2:21][c:22]3[cH:23][cH:24][cH:25][cH:26][cH:27]3)[c:15]3[c:16]2[cH:17][cH:18][cH:19][cH:20]3)[cH:3][cH:4][cH:5][cH:6]1. Starting materials: C(C)OC(C(C)N1C(COC2=C1C=C(C(=C2)C)Br)=S)=O (2-(6-bromo-7-methyl-3-thioxo-2,3-dihydro-benzo[1,4]oxazin-4-yl)-propionic acid ethyl ester), O.NN (hydrazine hydrate). The solvent is CCO (EtOH). Yields the product BrC=1C=C2N3C(C(NN=C3COC2=CC1C)=O)C (6-bromo-4,7-dimethyl-2,10-dihydro-9-oxa-1,2,4a-triaza-phenanthren-3-one). Yield: 90.2%. RXN SMILES: C([O:3][C:4](=O)[CH:5]([N:7]1[C:12]2[CH:13]=[C:14]([Br:18])[C:15]([CH3:17])=[CH:16][C:11]=2[O:10][CH2:9][C:8]1=S)[CH3:6])C.O.[NH2:22][NH2:23]>CCO>[Br:18][C:14]1[CH:13]=[C:12]2[C:11](=[CH:16][C:15]=1[CH3:17])[O:10][CH2:9][C:8]1[N:7]2[CH:5]([CH3:6])[C:4](=[O:3])[NH:22][N:23]=1 |f:1.2|. Reported procedure: To a solution of 2-(6-bromo-7-methyl-3-thioxo-2,3-dihydro-benzo[1,4]oxazin-4-yl)-propionic acid ethyl ester (0.192 g, 0.536 mmol) in EtOH (3 mL) was added anhydrous hydrazine hydrate (0.107 g, 2.144 mmol) and the mixture was heated at reflux for 4 h. The reaction mixture was cooled to ambient temperature and evaporated in vacuo. The residue was purified by column chromatography on silica gel (eluting with 25% EtOAc in petroleum ether) to give 6-bromo-4,7-dimethyl-2,10-dihydro-9-oxa-1,2,4a-triaza... As a reaction SMILES: [NH2:1][C:2]1[CH:7]=[CH:6][C:5]([S:8][CH2:9]COC)=[CH:4][C:3]=1[N+:13]([O-])=O.[CH3:16][OH:17]>[Fe].O>[NH2:1][C:2]1[CH:7]=[CH:6][C:5]([S:8][CH2:9][O:17][CH3:16])=[CH:4][C:3]=1[NH2:13]. Procedure details: 1.3 G. of 1-amino-2-nitro-4-methoxyethylthiobenzene is treated in 80 ml. methanol and 20 ml. water at reflux under nitrogen, with 0.7 g. ferrous sulfate and 2.8 g. iron (added in two portions) for 4 hours. The mixture is filtered, stripped under vacuum, and the residue recrystallized from cyclohexane. 1,2-Diamino-4-methoxymethylthiobenzene is thus obtained. Reagents/catalysts: [Fe] (iron). Reactants: NC1=C(C=C(C=C1)SCCOC)[N+](=O)[O-] (1-amino-2-nitro-4-methoxyethylthiobenzene), CO (methanol), ferrous sulfate. Product: NC1=C(C=C(C=C1)SCOC)N (1,2-Diamino-4-methoxymethylthiobenzene). Run in O (water).